This data is from the Open Reaction Database (ORD), a public repository of structured organic reaction records. The task is: describe an organic reaction: reactants, conditions, products, and yield The reactants are O=C(N=C=S)c1ccccc1, ClCCl, Nc1ccc(CCCO)cn1, CN(C)C=O, O. The product is NC(=S)Nc1ccc(CCCO)cn1. RXN SMILES: [C:17](=[O:18])([c:19]1[cH:20][cH:21][cH:22][cH:23][cH:24]1)[N:25]=[C:26]=[S:27].[Cl:28][CH2:29][Cl:30].[NH2:1][c:2]1[cH:3][cH:4][c:5]([CH2:8][CH2:9][CH2:10][OH:11])[cH:6][n:7]1.[O:12]=[CH:13][N:14]([CH3:15])[CH3:16].[OH2:31]>>[NH:1]([c:2]1[cH:3][cH:4][c:5]([CH2:8][CH2:9][CH2:10][OH:11])[cH:6][n:7]1)[C:26]([NH2:25])=[S:27]. Reactants: CCOc1nc(C)cc2c1C(c1ccc(C#N)cc1OC)C(C(=O)OCCC#N)=C(C)N2, CCOCC, COCCOC, [Na+], [OH-], O, O. Product: CCOc1nc(C)cc2c1C(c1ccc(C#N)cc1OC)C(C(=O)O)=C(C)N2. Reaction SMILES: [C:1](#[N:2])[c:3]1[cH:4][c:5]([O:31][CH3:32])[c:6]([CH:9]2[C:10]([C:24](=[O:25])[O:26][CH2:27][CH2:28][C:29]#[N:30])=[C:11]([CH3:23])[NH:12][c:13]3[cH:14][c:15]([CH3:22])[n:16][c:17]([O:19][CH2:20][CH3:21])[c:18]32)[cH:7][cH:8]1.[CH3:35][CH2:36][O:37][CH2:38][CH3:39].[CH3:42][O:43][CH2:44][CH2:45][O:46][CH3:47].[Na+:34].[OH-:33].[OH2:40].[OH2:41]>>[C:1](#[N:2])[c:3]1[cH:4][c:5]([O:31][CH3:32])[c:6]([CH:9]2[C:10]([C:24](=[O:25])[OH:26])=[C:11]([CH3:23])[NH:12][c:13]3[cH:14][c:15]([CH3:22])[n:16][c:17]([O:19][CH2:20][CH3:21])[c:18]32)[cH:7][cH:8]1. Starting materials: Cl (HCl), O.[OH-].[Li+] (lithium hydroxide monohydrate), COC(=O)C=1C=C(C=CC1)[C@]1([C@H](CN(CC1)C(=O)OCC[Si](C)(C)C)C)C (4(R)-(3-methoxycarbonylphenyl)-3(R),4-dimethyl-1-(2-trimethylsilylethyloxycarbonyl) piperidine). The solvent is O (water), O1CCCC1 (tetrahydrofuran). Conditions: time 5 day. The product is C(=O)(O)C=1C=C(C=CC1)[C@]1([C@H](CN(CC1)C(=O)OCC[Si](C)(C)C)C)C (4(R)-(3-carboxyphenyl)-3(R),4-dimethyl-1-(2-trimethylsilylethyloxycarbonyl) piperidine). The yield is 97.2%. RXN SMILES: O.[OH-].[Li+].C[O:5][C:6]([C:8]1[CH:9]=[C:10]([C@:14]2([CH3:30])[CH2:19][CH2:18][N:17]([C:20]([O:22][CH2:23][CH2:24][Si:25]([CH3:28])([CH3:27])[CH3:26])=[O:21])[CH2:16][C@@H:15]2[CH3:29])[CH:11]=[CH:12][CH:13]=1)=[O:7].Cl>O.O1CCCC1>[C:6]([C:8]1[CH:9]=[C:10]([C@:14]2([CH3:30])[CH2:19][CH2:18][N:17]([C:20]([O:22][CH2:23][CH2:24][Si:25]([CH3:28])([CH3:27])[CH3:26])=[O:21])[CH2:16][C@@H:15]2[CH3:29])[CH:11]=[CH:12][CH:13]=1)([OH:7])=[O:5] |f:0.1.2|. Reported procedure: A solution of lithium hydroxide monohydrate (2.75 g, 0.065 mol, 6 eq) in water (20 mL) was added drop wise to a cold (0° C.) solution of (6) (4.28 g, 0.0109 mol, 1 eq) in tetrahydrofuran (40 mL). The mixture was allowed to warm to room temperature and stirring was continued for 5 days. A 1N aqueous HCl solution (100 mL) was added to the mixture which was extracted with ethyl acetate (3×100 mL). The combined organic extracts were washed with water (100 mL), brine (100 mL) and dried over sodium su... Starting materials: C(C)OC(CC=1C=C(C=C(C1)Cl)C1=C(C=C(C=C1)F)CNCC)=O ((5-chloro-2′-ethylaminomethyl-4′-fluoro-biphenyl-3-yl)-acetic acid ethyl ester), C1(CC1)C(=O)Cl (cyclopropanecarbonyl chloride). Yields the product C(C)OC(CC=1C=C(C=C(C1)Cl)C1=C(C=C(C=C1)F)CN(CC)C(=O)C1CC1)=O ({5-Chloro-2′-[(cyclopropanecarbonyl-ethyl-amino)-methyl]-4′-fluoro-biphenyl-3-yl}-acetic acid ethyl ester). As a reaction SMILES: [CH2:1]([O:3][C:4](=[O:24])[CH2:5][C:6]1[CH:7]=[C:8]([C:13]2[CH:18]=[CH:17][C:16]([F:19])=[CH:15][C:14]=2[CH2:20][NH:21][CH2:22][CH3:23])[CH:9]=[C:10]([Cl:12])[CH:11]=1)[CH3:2].[CH:25]1([C:28](Cl)=[O:29])[CH2:27][CH2:26]1>>[CH2:1]([O:3][C:4](=[O:24])[CH2:5][C:6]1[CH:7]=[C:8]([C:13]2[CH:18]=[CH:17][C:16]([F:19])=[CH:15][C:14]=2[CH2:20][N:21]([C:28]([CH:25]2[CH2:27][CH2:26]2)=[O:29])[CH2:22][CH3:23])[CH:9]=[C:10]([Cl:12])[CH:11]=1)[CH3:2]. Reported procedure: Prepared according to the procedure described in Example 1, Step 6, using the following starting materials: (5-chloro-2′-ethylaminomethyl-4′-fluoro-biphenyl-3-yl)-acetic acid ethyl ester and cyclopropanecarbonyl chloride. Starting materials: CI (methyl iodide), COCC=1C(=C(N)C=CC1SC#N)C (3-methoxymethyl-2-methyl-4-thiocyanoaniline), O.O.O.O.O.O.O.O.O.[S-2].[Na+].[Na+] (sodium sulfide nonahydrate), aqueous solution. Run in C(C)O (ethanol). The product is COCC=1C(=C(N)C=CC1SC)C (3-Methoxymethyl-2-methyl-4-methylthioaniline). Isolated yield 92.7%. RXN SMILES: [CH3:1][O:2][CH2:3][C:4]1[C:5]([CH3:14])=[C:6]([CH:8]=[CH:9][C:10]=1[S:11][C:12]#N)[NH2:7].O.O.O.O.O.O.O.O.O.[S-2].[Na+].[Na+].CI>C(O)C>[CH3:1][O:2][CH2:3][C:4]1[C:5]([CH3:14])=[C:6]([CH:8]=[CH:9][C:10]=1[S:11][CH3:12])[NH2:7] |f:1.2.3.4.5.6.7.8.9.10.11.12|. Procedure: 29.1 g (0.14 mol) of 3-methoxymethyl-2-methyl-4-thiocyanoaniline was dissolved in 200 ml of ethanol and mixed with 100 ml of an aqueous solution containing 33.6 g of sodium sulfide nonahydrate at room temperature. Then, 21.9 g of methyl iodide was dropwise added thereto, and the mixture was reacted at room temperature for 3 hours. After completion of the reaction, the solvent was distilled off under reduced pressure, and water and chloroform were added to the residue. Then, the organic layer was... Product: Cc1noc(-c2ccc(Br)cc2)c1NC(C)CCc1cccc(F)c1. Reaction SMILES: [Br:1][c:2]1[cH:3][cH:4][c:5](-[c:8]2[c:9]([NH2:14])[c:10]([CH3:13])[n:11][o:12]2)[cH:6][cH:7]1.[F:15][c:16]1[cH:17][c:18]([CH2:22][CH2:23][C:24]([CH3:25])=[O:26])[cH:19][cH:20][cH:21]1>>[Br:1][c:2]1[cH:3][cH:4][c:5](-[c:8]2[c:9]([NH:14][CH:24]([CH2:23][CH2:22][c:18]3[cH:17][c:16]([F:15])[cH:21][cH:20][cH:19]3)[CH3:25])[c:10]([CH3:13])[n:11][o:12]2)[cH:6][cH:7]1. Reactants: Cc1noc(-c2ccc(Br)cc2)c1N, CC(=O)CCc1cccc(F)c1. The reactants are BrC\C(\C(=O)O)=C/C1=CC=CC=C1 ((Z)-2-bromomethyl-3-phenylpropenoic acid), C(C(C)(C)C)(=S)O (thiopivaloic acid). Yields the product C(C(C)(C)C)(=O)SC\C(\C(=O)O)=C/C1=CC=CC=C1 ((Z)-2-pivaloylthiomethyl-3-phenylpropenoic acid). Isolated yield 93.0%. Reaction SMILES: Br[CH2:2]/[C:3](=[CH:7]\[C:8]1[CH:13]=[CH:12][CH:11]=[CH:10][CH:9]=1)/[C:4]([OH:6])=[O:5].[C:14]([OH:20])(=[S:19])[C:15]([CH3:18])([CH3:17])[CH3:16]>>[C:14]([S:19][CH2:2]/[C:3](=[CH:7]\[C:8]1[CH:13]=[CH:12][CH:11]=[CH:10][CH:9]=1)/[C:4]([OH:6])=[O:5])(=[O:20])[C:15]([CH3:18])([CH3:17])[CH3:16]. Procedure details: The (Z)-2-bromomethyl-3-phenylpropenoic acid described in Example 1 (step A) is reacted with thiopivaloic acid according to the experimental procedure described in Example 1 (step B). Yield: 93% 1H NMR (CDCl3): 9.10 (broad s, 1H); 7.90 (s, 1H); 7.35 (s, 5H); 4.00 (s, 2H); 1.20 (s, 9H) Reactants: FC(OC=1C=C(C=CC1OC(F)F)[C@H](CC1=CC=NC=C1)C1=CC=C(C=C1)NC(SC)=NC#N)F ((R)-4-{2-[3,4-Bis(difluoromethoxy)phenyl]-2-(4-{[(cyanoimino)(methylsulphanyl)methyl]amino}phenyl)ethyl}pyridine), C(C1=CC=CC=C1)N (benzylamine). The solvent is O1CCCC1 (tetrahydrofuran). Reaction conditions: time 72 hour. Product: C(C1=CC=CC=C1)NC(=NC#N)NC1=CC=C(C=C1)[C@@H](CC1=CC=NC=C1)C1=CC(=C(C=C1)OC(F)F)OC(F)F ((R)-N-Benzyl-N'-{4-(1-[3,4-bis(difluoromethoxy)phenyl]-2-(4-pyridinyl)ethyl]phenyl}-N"-cyanoguanidine). As a reaction SMILES: [F:1][CH:2]([F:35])[O:3][C:4]1[CH:5]=[C:6]([C@@H:14]([C:22]2[CH:27]=[CH:26][C:25]([NH:28][C:29](=[N:32][C:33]#[N:34])SC)=[CH:24][CH:23]=2)[CH2:15][C:16]2[CH:21]=[CH:20][N:19]=[CH:18][CH:17]=2)[CH:7]=[CH:8][C:9]=1[O:10][CH:11]([F:13])[F:12].[CH2:36]([NH2:43])[C:37]1[CH:42]=[CH:41][CH:40]=[CH:39][CH:38]=1>O1CCCC1>[CH2:36]([NH:43][C:29]([NH:28][C:25]1[CH:26]=[CH:27][C:22]([C@H:14]([C:6]2[CH:7]=[CH:8][C:9]([O:10][CH:11]([F:13])[F:12])=[C:4]([O:3][CH:2]([F:35])[F:1])[CH:5]=2)[CH2:15][C:16]2[CH:21]=[CH:20][N:19]=[CH:18][CH:17]=2)=[CH:23][CH:24]=1)=[N:32][C:33]#[N:34])[C:37]1[CH:42]=[CH:41][CH:40]=[CH:39][CH:38]=1. Procedure details: To the compound of Example 10 (400 mg, 0.79 mmol) in anhydrous tetrahydrofuran (10 ml) was added benzylamine (1 ml, excess). The mixture was stirred at room temperature for 72 h. The solvent and volatiles were removed in vacuo to yield the title compound as a white solid (300 mg). 1Hnmr (300 MHz, CDCl3) δ 3.28 (2H, d, J 7.99 Hz), 4.21 (1H, t, J 7.98 Hz), 4.47 (2H, d, J 5.69 Hz), 5.27 (1H, br), 6.43 (1H, t, J 73.58 Hz), 6.47 (1H, t, J 73.39 Hz), 6.89 (2H, d, J 6.03 Hz), 6.99-7.34 (12H, c) and 8.3... Reactants: CCOc1cc(C=O)c(F)c(O[Si](C)(C)C(C)(C)C)c1, CCCC[N+](CCCC)(CCCC)CCCC, C1CCOC1, CCOC(C)=O, [F-]. Yields the product CCOc1cc(O)c(F)c(C=O)c1. RXN SMILES: [C:1]([Si:2]([CH3:3])([CH3:4])[O:6][c:7]1[c:8]([F:18])[c:9]([CH:10]=[O:11])[cH:12][c:13]([O:15][CH2:16][CH3:17])[cH:14]1)([CH3:5])([CH3:19])[CH3:20].[CH2:22]([N+:23]([CH2:24][CH2:25][CH2:26][CH3:27])([CH2:28][CH2:29][CH2:30][CH3:31])[CH2:32][CH2:33][CH2:34][CH3:35])[CH2:36][CH2:37][CH3:38].[CH2:39]1[O:40][CH2:41][CH2:42][CH2:43]1.[CH3:44][CH2:45][O:46][C:47]([CH3:48])=[O:49].[F-:21]>>[OH:6][c:7]1[c:8]([F:18])[c:9]([CH:10]=[O:11])[cH:12][c:13]([O:15][CH2:16][CH3:17])[cH:14]1.